Dataset: the Open Reaction Database (ORD), a public repository of structured organic reaction records. Task: describe an organic reaction: reactants, conditions, products, and yield Starting materials: C(C)(C)(C)OC(=O)N1CCC(CC1)OC1=CC(=C(C=C1)CC#N)C(F)(F)F (4-(N-tert-butyloxycarbonyl-4-piperidinyloxy)-2-trifluoromethylphenylacetonitrile), Cl (HCl), C(C)(=O)O (acetic acid), CCN(C(C)C)C(C)C (DIEA), C(C)(C)(C)OC(=O)OC(=O)OC(C)(C)C (di-tert-butyldicarbonate). Run at time 3 hour. The product is C(C)(C)(C)OC(=O)N1CCC(CC1)OC1=CC(=C(C=C1)CC(=O)O)C(F)(F)F (4-(N-tert-butyloxycarbonyl-4-piperidinyloxy)-2-trifluoromethylphenylacetic acid). RXN SMILES: [C:1]([O:5][C:6]([N:8]1[CH2:13][CH2:12][CH:11]([O:14][C:15]2[CH:20]=[CH:19][C:18](CC#N)=[C:17]([C:24]([F:27])([F:26])[F:25])[CH:16]=2)[CH2:10][CH2:9]1)=[O:7])([CH3:4])([CH3:3])[CH3:2].Cl.CCN(C(C)C)C(C)C.C(OC(OC(OC(C)(C)C)=O)=O)(C)(C)C.[C:53]([OH:56])(=[O:55])[CH3:54]>>[C:1]([O:5][C:6]([N:8]1[CH2:13][CH2:12][CH:11]([O:14][C:15]2[CH:20]=[CH:19][C:18]([CH2:54][C:53]([OH:56])=[O:55])=[C:17]([C:24]([F:27])([F:25])[F:26])[CH:16]=2)[CH2:10][CH2:9]1)=[O:7])([CH3:4])([CH3:2])[CH3:3]. Procedure: To a stirred solution of 4-(N-tert-butyloxy-carbonyl-4-piperidinyloxy)-2-trifluoromethylphenylacetonitrile (0.26 g, 0.87 mmol) from Step 5 above in acetic acid (10 mL) was added concentrated aqueous HCl (5 mL). The mixture was refluxed for 4 h. The solvents were removed under reduced pressure and the residue was stripped from DMF (2×). The residue was then dissolved in DMF (5 mL). DIEA (0.45 mL, 2.6 mmol) and di-tert-butyldicarbonate (0.21 g, 9.6 mmol) were added. The mixture was stirred at ambi...